From a dataset of the Open Reaction Database (ORD), a public repository of structured organic reaction records. describe an organic reaction: reactants, conditions, products, and yield Reactants: C(Cl)Cl (methylene chloride), C(CCC)NC(CCN(S(=O)(=O)C1=CC=C(C=C1)C)CCC(NCCCC)=O)=O (N-butyl-3-[(2-butylcarbamoyl-ethyl)-(toluene-4-sulfonyl)-amino]-propionamide), B (borane), solution. The solvent is O1CCCC1 (tetrahydrofuran), O1CCCC1 (tetrahydrofuran). Conditions: temperature 0 celsius. Product: C(CCC)NCCCN(S(=O)(=O)C1=CC=C(C=C1)C)CCCNCCCC (N,N-bis-(3-butylamino-propyl)-4-methyl-benzenesulfonamide). Reaction SMILES: [CH2:1]([NH:5][C:6](=O)[CH2:7][CH2:8][N:9]([CH2:20][CH2:21][C:22](=O)[NH:23][CH2:24][CH2:25][CH2:26][CH3:27])[S:10]([C:13]1[CH:18]=[CH:17][C:16]([CH3:19])=[CH:15][CH:14]=1)(=[O:12])=[O:11])[CH2:2][CH2:3][CH3:4].B.C(Cl)Cl>O1CCCC1>[CH2:24]([NH:23][CH2:22][CH2:21][CH2:20][N:9]([CH2:8][CH2:7][CH2:6][NH:5][CH2:1][CH2:2][CH2:3][CH3:4])[S:10]([C:13]1[CH:14]=[CH:15][C:16]([CH3:19])=[CH:17][CH:18]=1)(=[O:12])=[O:11])[CH2:25][CH2:26][CH3:27]. Reported procedure: Dissolve N-butyl-3-[(2-butylcarbamoyl-ethyl)-(toluene-4-sulfonyl)-amino]-propionamide (10 mmol) prepared in example 9, Scheme VI, step C in tetrahydrofuran (50 mL). Cool the solution to 0° C. and add borane (20 mmol, 1M solution in tetrahydrofuran. Heat the reaction to reflux for 18 hours. After cooling, dilute the reaction with methylene chloride (200 mL), rinse with water (100 mL), brine (100 mL), dry over anhydrous sodium sulfate, filter and concentrate under vacuum. Purify the residue by fla...